Task: describe an organic reaction: reactants, conditions, products, and yield. Dataset: the Open Reaction Database (ORD), a public repository of structured organic reaction records Product: CC1(OC[C@H](O1)COC1=CC=C(C=C1)CCCO)C (3-[4-((R)-2,2-Dimethyl-[1,3]-dioxolan-4-ylmethoxy)-phenyl]-propan-1-ol). Procedure: To a solution of (S)-3-[4-(3-hydroxy-propyl)-phenoxy]-propane-1,2-diol (6.5 g, 28.7 mmol) in anhydrous DMF (100 mL) is added 2,2-dimethoxypropane (15.0 mL, 122.0 mmol) and pyridinium p-toluenesulfonate (0.75 g, 2.98 mmol). The reaction mixture is stirred at RT for 16 h and then concentrated in vacuo. The residue is dissolved in EtOAc and the organic portion is washed with 10% aqueous NaHCO3 solution, water, brine and dried over Na2SO4. The solvent is removed in vacuo and the crude product is pur... Solvent: CN(C)C=O (DMF). As a reaction SMILES: [OH:1][CH2:2][CH2:3][CH2:4][C:5]1[CH:16]=[CH:15][C:8]([O:9][CH2:10][C@@H:11]([OH:14])[CH2:12][OH:13])=[CH:7][CH:6]=1.CO[C:19](OC)([CH3:21])[CH3:20].C1(C)C=CC(S([O-])(=O)=O)=CC=1.[NH+]1C=CC=CC=1>CN(C=O)C>[CH3:20][C:19]1([CH3:21])[O:14][C@H:11]([CH2:10][O:9][C:8]2[CH:15]=[CH:16][C:5]([CH2:4][CH2:3][CH2:2][OH:1])=[CH:6][CH:7]=2)[CH2:12][O:13]1 |f:2.3|. Reactants: OCCCC1=CC=C(OC[C@H](CO)O)C=C1 ((S)-3-[4-(3-hydroxy-propyl)-phenoxy]-propane-1,2-diol), COC(C)(C)OC (2,2-dimethoxypropane), C1(=CC=C(C=C1)S(=O)(=O)[O-])C.[NH+]1=CC=CC=C1 (pyridinium p-toluenesulfonate). Reaction conditions: time 16 hour.